From a dataset of the Open Reaction Database (ORD), a public repository of structured organic reaction records. describe an organic reaction: reactants, conditions, products, and yield Reactants: Nc1ccccc1Br, CCOc1c(Nc2ccc([N+](=O)[O-])cc2O)c(=O)c1=O, CCOC(C)=O, CS(C)=O. The product is O=c1c(Nc2ccc([N+](=O)[O-])cc2O)c(Nc2ccccc2Br)c1=O. As a reaction SMILES: [Br:21][c:22]1[c:23]([NH2:24])[cH:25][cH:26][cH:27][cH:28]1.[CH2:1]([O:2][c:4]1[c:5](=[O:20])[c:6](=[O:19])[c:7]1[NH:8][c:9]1[c:10]([OH:18])[cH:11][c:12]([N+:15](=[O:16])[O-:17])[cH:13][cH:14]1)[CH3:3].[CH2:29]([O:30][C:31](=[O:32])[CH3:33])[CH3:34].[CH3:35][S:36]([CH3:37])=[O:38]>>[c:4]1([NH:24][c:23]2[c:22]([Br:21])[cH:28][cH:27][cH:26][cH:25]2)[c:5](=[O:20])[c:6](=[O:19])[c:7]1[NH:8][c:9]1[c:10]([OH:18])[cH:11][c:12]([N+:15](=[O:16])[O-:17])[cH:13][cH:14]1.